From a dataset of the Open Reaction Database (ORD), a public repository of structured organic reaction records. describe an organic reaction: reactants, conditions, products, and yield Reactants: COc1ccc(Cl)cc1C1(F)C(=O)N(COC(=O)Cc2nnnn2COCC[Si](C)(C)C)c2cc(C(F)(F)F)ccc21, CS(C)=O, CC#N, F. Product: COc1ccc(Cl)cc1C1(F)C(=O)N(COC(=O)Cc2nnn[nH]2)c2cc(C(F)(F)F)ccc21. RXN SMILES: [CH3:1][Si:2]([CH3:3])([CH3:4])[CH2:5][CH2:6][O:41][CH2:42][n:7]1[n:8][n:9][n:10][c:11]1[CH2:12][C:13](=[O:14])[O:15][CH2:16][N:17]1[C:18](=[O:40])[C:19]([F:30])([c:31]2[c:32]([O:38][CH3:39])[cH:33][cH:34][c:35]([Cl:37])[cH:36]2)[c:20]2[cH:21][cH:22][c:23]([C:26]([F:27])([F:28])[F:29])[cH:24][c:25]21.[CH3:44][S:45]([CH3:46])=[O:47].[CH3:48][C:49]#[N:50].[FH:43]>>[n:7]1[n:8][n:9][nH:10][c:11]1[CH2:12][C:13](=[O:14])[O:15][CH2:16][N:17]1[C:18](=[O:40])[C:19]([F:30])([c:31]2[c:32]([O:38][CH3:39])[cH:33][cH:34][c:35]([Cl:37])[cH:36]2)[c:20]2[cH:21][cH:22][c:23]([C:26]([F:27])([F:28])[F:29])[cH:24][c:25]21. Starting materials: BrCC1=CC2=CC=CC=C2C=C1 (2-bromomethylnaphthalene), C([O-])([O-])=O.[K+].[K+] (potassium carbonate), S1C(=NC=C1)N1CCNCC1 (1-(2-thiazolyl)-piperazine). Solvent: CN(C=O)C (dimethylformamide). Run at temperature 150 celsius. Yields the product C1=C(C=CC2=CC=CC=C12)CN1CCN(CC1)C=1SC=CN1 (1-(2-naphthylmethyl)-4-(2-thiazolyl)-piperazine). Yield: 64.6%. As a reaction SMILES: Br[CH2:2][C:3]1[CH:12]=[CH:11][C:10]2[C:5](=[CH:6][CH:7]=[CH:8][CH:9]=2)[CH:4]=1.C(=O)([O-])[O-].[K+].[K+].[S:19]1[CH:23]=[CH:22][N:21]=[C:20]1[N:24]1[CH2:29][CH2:28][NH:27][CH2:26][CH2:25]1>CN(C)C=O>[CH:4]1[C:5]2[C:10](=[CH:9][CH:8]=[CH:7][CH:6]=2)[CH:11]=[CH:12][C:3]=1[CH2:2][N:27]1[CH2:28][CH2:29][N:24]([C:20]2[S:19][CH:23]=[CH:22][N:21]=2)[CH2:25][CH2:26]1 |f:1.2.3|. Reported procedure: To a solution of 22.1 g (0.1 mole) of 2-bromomethylnaphthalene in 150 ml of dimethylformamide, there were added successively 10.7 g (0.101 mole) of dry potassium carbonate and 17.2 g (0.101 mole) of 1-(2-thiazolyl)-piperazine. The resulting suspension was heated at 150° C. for 10 hours; the salt which had formed was then filtered off and the dimethylformamide was evaporated off under reduced pressure. There was obtained a brown crystalline residue which was washed with water and suction filtered... Starting materials: S(O)(O)(=O)=O (sulfuric acid), COC1=CC=C(CNCC(C2=CC(=C(C=C2)OC)OC)O)C=C1 (α-[[(4-methoxybenzyl)amino]methyl]-3,4-dimethoxybenzyl alcohol), C(Cl)(Cl)Cl.CO (chloroform methanol). The solvent is FC(C(=O)O)(F)F (trifluoroacetic acid). The product is COC=1C=C2C(CNCC2=CC1)C1=CC(=C(C=C1)OC)OC (6-methoxy-4-(3,4-dimethoxyphenyl)-1,2,3,4-tetrahydroisoquinoline). The yield is 88.2%. Reaction SMILES: [CH3:1][O:2][C:3]1[CH:23]=[CH:22][C:6]([CH2:7][NH:8][CH2:9][CH:10](O)[C:11]2[CH:16]=[CH:15][C:14]([O:17][CH3:18])=[C:13]([O:19][CH3:20])[CH:12]=2)=[CH:5][CH:4]=1.S(=O)(=O)(O)O.C(Cl)(Cl)Cl.CO>FC(F)(F)C(O)=O>[CH3:1][O:2][C:3]1[CH:23]=[C:22]2[C:6](=[CH:5][CH:4]=1)[CH2:7][NH:8][CH2:9][CH:10]2[C:11]1[CH:16]=[CH:15][C:14]([O:17][CH3:18])=[C:13]([O:19][CH3:20])[CH:12]=1 |f:2.3|. Procedure: α-[[(4-methoxybenzyl)amino]methyl]-3,4-dimethoxybenzyl alcohol (950 mg) was dissolved in 7.2 ml of trifluoroacetic acid, and after adding thereto 0.22 ml of conc. sulfuric acid under ice cooling, the reaction was allowed to react for 45 minutes. The reaction solution was concentrated, and subjected to azeotropic distillation with toluene 2 times. After adding chloroform, the mixture was basified by addition of 28% aqueous ammonia under ice cooling. By a separating procedure, the chloroform layer... Reactants: ClC1=NC(=CC=C1)Cl (2,6-dichloropyridine), [N+](=O)(O)[O-] (nitric acid), OS(=O)(=O)O.O=S(=O)=O (oleum). Yields the product ClC1=NC(=CC=C1[N+](=O)[O-])Cl (2,6-dichloro-3-nitropyridine). Reaction SMILES: [Cl:1][C:2]1[CH:7]=[CH:6][CH:5]=[C:4]([Cl:8])[N:3]=1.[N+:9]([O-])([OH:11])=[O:10].OS(O)(=O)=O.O=S(=O)=O>>[Cl:1][C:2]1[C:7]([N+:9]([O-:11])=[O:10])=[CH:6][CH:5]=[C:4]([Cl:8])[N:3]=1 |f:2.3|. Reported procedure: reacting 2,6-dichloropyridine with nitric acid in the presence of about 10-65% strength by weight oleum to produce a reaction mixture comprising 2,6-dichloro-3-nitropyridine. Reactants: solid, BrC1=CC(=CC=2C(=C3N(C12)CCNC3=O)C)Cl (6-bromo-8-chloro-10-methyl-3,4-dihydro-2H-pyrazino[1,2-a]indol-1-one), BrC1=CC(=CC=2C(=C3N(C12)CCNC3=O)C)Cl (6-bromo-8-chloro-10-methyl-3,4-dihydro-2H-pyrazino[1,2-a]indol-1-one), CS(=O)(=O)C1=CC=C(C=C1)B(O)O (4-methanesulfonyl-phenylboronic acid). Product: ClC1=CC=2C(=C3N(C2C(=C1)C1=CC=C(C=C1)S(=O)(=O)C)CCNC3=O)C (8-Chloro-6-(4-methanesulfonyl-phenyl)-10-methyl-3,4-dihydro-2H-pyrazino[1,2-a]indol-1-one). RXN SMILES: Br[C:2]1[C:10]2[N:9]3[CH2:11][CH2:12][NH:13][C:14](=[O:15])[C:8]3=[C:7]([CH3:16])[C:6]=2[CH:5]=[C:4]([Cl:17])[CH:3]=1.[CH3:18][S:19]([C:22]1[CH:27]=[CH:26][C:25](B(O)O)=[CH:24][CH:23]=1)(=[O:21])=[O:20]>>[Cl:17][C:4]1[CH:3]=[C:2]([C:25]2[CH:26]=[CH:27][C:22]([S:19]([CH3:18])(=[O:21])=[O:20])=[CH:23][CH:24]=2)[C:10]2[N:9]3[CH2:11][CH2:12][NH:13][C:14](=[O:15])[C:8]3=[C:7]([CH3:16])[C:6]=2[CH:5]=1. Procedure details: The title compound, white solid (23 mg, 24%), MS (ISP) m/z=389.6 [(M+H)+], mp 321.5° C., was prepared in accordance with the general method of example 1 from 6-bromo-8-chloro-10-methyl-3,4-dihydro-2H-pyrazino[1,2-a]indol-1-one (intermediate 12) (78.4 mg, 0.25 mmol) and commercially available 4-methanesulfonyl-phenylboronic acid (65.0 mg, 0.325 mmol). Reactants: CCC([BH-](C(CC)C)C(CC)C)C.[K+] (K-Selectride), C(C)(CC)[BH-](C(C)CC)C(C)CC.[K+] (potassium tri-sec-butylborohydride), [Si](C)(C)(C(C)(C)C)OCCC[C@@H](C)[C@H]1CC[C@H]2[C@@H]3C(C[C@H]4C[C@H](CC[C@]4(C)[C@H]3CC[C@]12C)OC1OCCCC1)=O (24-t-Butyldimethylsilyloxy-3β-tetrahydropyranyloxy-5α-cholan-7-one). Run in C1CCOC1 (THF), C1CCOC1 (THF). Run at temperature 500 celsius, time 5 hour. The product is [Si](C)(C)(C(C)(C)C)OCCC[C@@H](C)[C@H]1CC[C@H]2[C@@H]3[C@@H](C[C@H]4C[C@H](CC[C@]4(C)[C@H]3CC[C@]12C)OC1OCCCC1)O (24-t-Butyldimethylsilyloxy-3β-tetrahydropyranyloxy-5α-cholan-7α-ol). Isolated yield 92.4%. Reaction SMILES: CCC(C)[BH-](C(C)CC)C(C)CC.[K+].[Si:15]([O:22][CH2:23][CH2:24][CH2:25][C@H:26]([C@@H:28]1[C@:45]2([CH3:46])[C@H:31]([C@H:32]3[C@H:42]([CH2:43][CH2:44]2)[C@:40]2([CH3:41])[C@H:35]([CH2:36][C@@H:37]([O:47][CH:48]4[CH2:53][CH2:52][CH2:51][CH2:50][O:49]4)[CH2:38][CH2:39]2)[CH2:34][C:33]3=[O:54])[CH2:30][CH2:29]1)[CH3:27])([C:18]([CH3:21])([CH3:20])[CH3:19])([CH3:17])[CH3:16]>C1COCC1>[Si:15]([O:22][CH2:23][CH2:24][CH2:25][C@H:26]([C@@H:28]1[C@:45]2([CH3:46])[C@H:31]([C@H:32]3[C@H:42]([CH2:43][CH2:44]2)[C@:40]2([CH3:41])[C@H:35]([CH2:36][C@@H:37]([O:47][CH:48]4[CH2:53][CH2:52][CH2:51][CH2:50][O:49]4)[CH2:38][CH2:39]2)[CH2:34][C@H:33]3[OH:54])[CH2:30][CH2:29]1)[CH3:27])([C:18]([CH3:19])([CH3:20])[CH3:21])([CH3:17])[CH3:16] |f:0.1|. Reported procedure: K-Selectride® (potassium tri-sec-butylborohydride) (8.9 ml, 1M in THF, 8.9 mmol) was added dropwise via syringe to a solution of ketone 2005 (1.7 g, 3.0 mmol) in dry THF (50 ml) at room temperature under argon. The reaction mixture was heated to 500° C. in an oil bath and stirred for 5 hours. The mixture was allowed to cool to room temperature and then quenched by adding 30% H2O2 dropwise until the evolution of gas ceased. Saturated aqueous NH4Cl solution was added and the aqueous solution was e...